This data is from the Open Reaction Database (ORD), a public repository of structured organic reaction records. The task is: describe an organic reaction: reactants, conditions, products, and yield The reactants are C=C(CBr)c1ccccc1, CNS(=O)(=O)c1ccc(C#N)cc1, CN(C)C=O, [H-], [Na+]. Yields the product C=C(CN(C)S(=O)(=O)c1ccc(C#N)cc1)c1ccccc1. RXN SMILES: [Br:14][CH2:15][C:16](=[CH2:17])[c:18]1[cH:19][cH:20][cH:21][cH:22][cH:23]1.[C:1](#[N:2])[c:3]1[cH:4][cH:5][c:6]([S:9](=[O:10])(=[O:11])[NH:12][CH3:13])[cH:7][cH:8]1.[CH3:26][N:27]([CH3:28])[CH:29]=[O:30].[H-:24].[Na+:25]>>[C:1](#[N:2])[c:3]1[cH:4][cH:5][c:6]([S:9](=[O:10])(=[O:11])[N:12]([CH3:13])[CH2:15][C:16](=[CH2:17])[c:18]2[cH:19][cH:20][cH:21][cH:22][cH:23]2)[cH:7][cH:8]1. The reactants are C[C@@]1(O)[C@@](O)([C@@](O)([C@](O)([C@H](O1)CBr)OCC1=CC=CC=C1)OCC1=CC=CC=C1)OCC1=CC=CC=C1 (methyl-2,3,4-tris(phenylmethoxy)-6-bromo-6-desoxy-α-D-mannopyranose). Reagents/catalysts: [Zn] (zinc). Solvent: C(C)(C)O (isopropanol), O (water). The product is C1(=CC=CC=C1)CO[C@](C=O)(O)[C@@](O)([C@](O)(C=C)OCC1=CC=CC=C1)OCC1=CC=CC=C1 (2,3,4-tris(phenylmethoxy)-5,6-dideoxy-D-lyxo-hex-5-enose). RXN SMILES: C[C@@:2]1(O[C@H:10]([CH2:12]Br)[C@@:8]([O:14][CH2:15][C:16]2[CH:21]=[CH:20][CH:19]=[CH:18][CH:17]=2)([OH:9])[C@:6]([O:22][CH2:23][C:24]2[CH:29]=[CH:28][CH:27]=[CH:26][CH:25]=2)([OH:7])[C@:4]1([O:30][CH2:31][C:32]1[CH:37]=[CH:36][CH:35]=[CH:34][CH:33]=1)[OH:5])[OH:3]>C(O)(C)C.O.[Zn]>[C:32]1([CH2:31][O:30][C@@:4]([C@:6]([O:22][CH2:23][C:24]2[CH:25]=[CH:26][CH:27]=[CH:28][CH:29]=2)([C@@:8]([O:14][CH2:15][C:16]2[CH:17]=[CH:18][CH:19]=[CH:20][CH:21]=2)([CH:10]=[CH2:12])[OH:9])[OH:7])([OH:5])[CH:2]=[O:3])[CH:33]=[CH:34][CH:35]=[CH:36][CH:37]=1. Procedure: Mix methyl-2,3,4-tris(phenylmethoxy)-6-bromo-6-desoxy-α-D-mannopyranose (20.968 g, 39.75 mmol) and activated zinc dust (20.50 g, 314 mmol) in isopropanol (300 mL) and water (55 mL). Heat at reflux for 38 minutes, cool and filter. Rinse the zinc dust with a mixture of ethyl acetate/water, filter and dilute the filtrate with water. Extract with a mixture of ethyl acetate/cyclohexane (3×) and wash the combined organic extracts with water. Evaporate the solvent in vacuo to give 2,3,4-tris(phenylmeth... Reactants: O=C1CCCO1, CCOC(C)=O, Nc1cccc2cccnc12, O, Cc1ccc(S(=O)(=O)O)cc1. The product is O=C1CCCN1c1cccc2cccnc12. RXN SMILES: [C:1]1(=[O:6])[CH2:2][CH2:3][CH2:4][O:5]1.[CH3:30][CH2:31][O:32][C:33](=[O:34])[CH3:35].[NH2:7][c:8]1[cH:9][cH:10][cH:11][c:12]2[cH:13][cH:14][cH:15][n:16][c:17]12.[OH2:18].[c:19]1([CH3:20])[cH:21][cH:22][c:23]([S:24]([OH:25])(=[O:26])=[O:27])[cH:28][cH:29]1>>[C:1]1(=[O:6])[CH2:2][CH2:3][CH2:4][N:7]1[c:8]1[cH:9][cH:10][cH:11][c:12]2[cH:13][cH:14][cH:15][n:16][c:17]12. Reactants: FC(SCl)(F)F (trifluoromethylsulphenyl chloride), ClCCCC=1C(=C(C=CC1F)C(=O)C1=C(C(=C(C=C1)F)CCCCl)F)F (3-chloropropyl-2,4-difluorophenyl ketone). Run in C(Cl)Cl (methylene chloride). Run at time 108 hour. Yields the product ClCCC(SC(F)(F)F)C=1C(=C(C=CC1F)C(=O)C1=C(C(=C(C=C1)F)C(CCCl)SC(F)(F)F)F)F ((3-chloro-1-trifluoromethylmercapto-propyl)-2,4-difluorophenyl ketone). Isolated yield 51.9%. RXN SMILES: [F:1][C:2]([F:6])([F:5])[S:3]Cl.[Cl:7][CH2:8][CH2:9][CH2:10][C:11]1[C:12]([F:32])=[C:13]([C:18]([C:20]2[CH:25]=[CH:24][C:23]([F:26])=[C:22]([CH2:27][CH2:28][CH2:29][Cl:30])[C:21]=2[F:31])=[O:19])[CH:14]=[CH:15][C:16]=1[F:17]>C(Cl)Cl>[Cl:30][CH2:29][CH2:28][CH:27]([C:22]1[C:21]([F:31])=[C:20]([C:18]([C:13]2[CH:14]=[CH:15][C:16]([F:17])=[C:11]([CH:10]([S:3][C:2]([F:6])([F:5])[F:1])[CH2:9][CH2:8][Cl:7])[C:12]=2[F:32])=[O:19])[CH:25]=[CH:24][C:23]=1[F:26])[S:3][C:2]([F:6])([F:5])[F:1]. Reported procedure: 75 g (0.55 mol) of trifluoromethylsulphenyl chloride are added at 20 to 25° C. with stirring to a solution of 43 g (0.2 mol) of 3-chloropropyl-2,4-difluorophenyl ketone in 100 ml of methylene chloride. The mixture is stirred at room temperature for 108 hours and then concentrated by stripping off the solvent under reduced pressure. 63 g of (3-chloro-1-trifluoromethylmercapto-propyl)-2,4-difluorophenyl ketone are obtained. Starting materials: CC=1C=2N(C=CC1N)N=C(N2)C2=CC=CC=C2 (8-methyl-2-phenyl-[1,2,4]triazolo[1,5-a]pyridin-7-amine), C[Al](C)C (trimethylaluminum), crude material, N1(CCC1)C(=O)C=1C=NN(C1C(=O)OCC)C (ethyl 4-(azetidine-1-carbonyl)-1-methyl-1H-pyrazole-5-carboxylate). Run in O1CCOCC1 (dioxane). Reaction conditions: temperature 25 celsius, time 1 hour. Product: N1(CCC1)C(=O)C=1C=NN(C1C(=O)NC1=C(C=2N(C=C1)N=C(N2)C2=CC=CC=C2)C)C (4-(azetidine-1-carbonyl)-1-methyl-N-(8-methyl-2-phenyl-[1,2,4]triazolo[1,5-a]pyridin-7-yl)-1H-pyrazole-5-carboxamide). Isolated yield 69.2%. RXN SMILES: [CH3:1][C:2]1[C:3]2[N:4]([N:9]=[C:10]([C:12]3[CH:17]=[CH:16][CH:15]=[CH:14][CH:13]=3)[N:11]=2)[CH:5]=[CH:6][C:7]=1[NH2:8].C[Al](C)C.[N:22]1([C:26]([C:28]2[CH:29]=[N:30][N:31]([CH3:38])[C:32]=2[C:33](OCC)=[O:34])=[O:27])[CH2:25][CH2:24][CH2:23]1>O1CCOCC1>[N:22]1([C:26]([C:28]2[CH:29]=[N:30][N:31]([CH3:38])[C:32]=2[C:33]([NH:8][C:7]2[CH:6]=[CH:5][N:4]3[N:9]=[C:10]([C:12]4[CH:13]=[CH:14][CH:15]=[CH:16][CH:17]=4)[N:11]=[C:3]3[C:2]=2[CH3:1])=[O:34])=[O:27])[CH2:23][CH2:24][CH2:25]1. Procedure: To an argon purged solution of 8-methyl-2-phenyl-[1,2,4]triazolo[1,5-a]pyridin-7-amine (60 mg, 268 μmol) in dioxane (5 ml) is added trimethylaluminum (2M solution in toluene, 401 μl, 803 μmol). The resulting mixture is stirred for 1 hour at 25° C., then ethyl 4-(azetidine-1-carbonyl)-1-methyl-1H-pyrazole-5-carboxylate (63.5 mg, 268 μmol) is added, the mixture is heated to 100° C. and stirred for 72 hours. The crude material is loaded on silica and purified by flash chromatography on a 20 g silic... Reactants: BrBr (Bromine), COC=1C=CC=C2C=CC(=NC12)C=1C=NC=CC1 (8-methoxy-2-(3-pyridyl)quinoline). The solvent is CO (methanol). The product is BrC1=C2C=CC(=NC2=C(C=C1)OC)C=1C=NC=CC1 (5-Bromo-8-methoxy-2-(3-pyridyl)quinoline). Reaction SMILES: [Br:1]Br.[CH3:3][O:4][C:5]1[CH:6]=[CH:7][CH:8]=[C:9]2[C:14]=1[N:13]=[C:12]([C:15]1[CH:16]=[N:17][CH:18]=[CH:19][CH:20]=1)[CH:11]=[CH:10]2>CO>[Br:1][C:8]1[CH:7]=[CH:6][C:5]([O:4][CH3:3])=[C:14]2[C:9]=1[CH:10]=[CH:11][C:12]([C:15]1[CH:16]=[N:17][CH:18]=[CH:19][CH:20]=1)=[N:13]2. Procedure details: Bromine (200 μl) was added in a dropwise manner to a stirred and cooled (0°-5° C.) solution of 8-methoxy-2-(3-pyridyl)quinoline (780 mg) in methanol (30 ml) under a nitrogen atmosphere. The reaction mixture was stirred for 15 minutes then quenched by the addition of 5% aqueous sodium metabisulfite solution (7ml). The reaction mixture was evaporated in vacuo and the residue partitioned between 0.5N sodium hydroxide solution (65 ml) and dichloromethane (75 ml). The aqueous phase was reextracted wi... Reactants: CO, COC(=O)Cc1ccc(CC2(CNS(=O)(=O)c3ccc(Cl)cc3)CCCC2)cc1, [K+], [OH-], O. The product is O=C(O)Cc1ccc(CC2(CNS(=O)(=O)c3ccc(Cl)cc3)CCCC2)cc1. As a reaction SMILES: [CH3:32][OH:33].[Cl:1][c:2]1[cH:3][cH:4][c:5]([S:8](=[O:9])(=[O:10])[NH:11][CH2:12][C:13]2([CH2:18][c:19]3[cH:20][cH:21][c:22]([CH2:25][C:26](=[O:27])[O:28][CH3:29])[cH:23][cH:24]3)[CH2:14][CH2:15][CH2:16][CH2:17]2)[cH:6][cH:7]1.[K+:31].[OH-:30].[OH2:34]>>[Cl:1][c:2]1[cH:3][cH:4][c:5]([S:8](=[O:9])(=[O:10])[NH:11][CH2:12][C:13]2([CH2:18][c:19]3[cH:20][cH:21][c:22]([CH2:25][C:26](=[O:27])[OH:28])[cH:23][cH:24]3)[CH2:14][CH2:15][CH2:16][CH2:17]2)[cH:6][cH:7]1.